This data is from the Open Reaction Database (ORD), a public repository of structured organic reaction records. The task is: describe an organic reaction: reactants, conditions, products, and yield The reactants are C(C)OC=NC1=C(C2=C(CN(CC2)C)S1)C(=O)OCC (2-ethoxymethyleneamino-3-carboethoxy-6-methyl-4,5,6,7-tetrahydrothieno[2,3-c]pyridine), C(O)CN (ethanolamine). Solvent: C(C)O (ethanol). The product is OCCN1C=NC2=C(C1=O)C1=C(S2)CN(CC1)C (3,4,5,6,7,8-Hexahydro-3-(2-hydroxy)ethyl-7-methylpyrido[4′,3′:4,5]thieno[2,3-d]pyrimidin-4-one). Reaction SMILES: C(O[CH:4]=[N:5][C:6]1[S:15][C:9]2[CH2:10][N:11]([CH3:14])[CH2:12][CH2:13][C:8]=2[C:7]=1[C:16]([O:18]CC)=O)C.[CH2:21]([CH2:23][NH2:24])[OH:22]>C(O)C>[OH:22][CH2:21][CH2:23][N:24]1[C:16](=[O:18])[C:7]2[C:8]3[CH2:13][CH2:12][N:11]([CH3:14])[CH2:10][C:9]=3[S:15][C:6]=2[N:5]=[CH:4]1. Procedure details: 86.4 g (292 mmol) of 2-ethoxymethyleneamino-3-carboethoxy-6-methyl-4,5,6,7-tetrahydrothieno[2,3-c]pyridine in 200 ml of ethanol were mixed with 17.6 ml (292 mmol) of ethanolamine and refluxed for 2 h. The mixture was then concentrated under reduced pressure, and the residue was taken up in 30 ml of ethyl acetate with stirring. The solid which precipitated overnight was filtered off with suction and washed with a little ethyl acetate. After recrystallization from ethanol, 48.0 g (62%) of product ... Reactants: C(C)OC(=O)[C@H](CCC1=CC=CC=C1)N[C@@H]1C(N([C@@H](CSC1)C(C)C)CC(=O)O)=O (α-{6(R)-[1(S)-Ethoxycarbonyl-3-phenylpropylamino]-3(R)-isopropyl-5-oxoperhydro-1,4-thiazepin-4-yl}acetic acid), [OH-].[Na+] (sodium hydroxide). The product is C(=O)(O)[C@H](CCC1=CC=CC=C1)N[C@@H]1C(N([C@@H](CSC1)C(C)C)CC(=O)O)=O (α-{6(R)-[1(S)-Carboxy-3-phenylpropylamino]-3(R)-isopropyl-5-oxoperhydro-1,4-thiazepin-4-yl}acetic acid). Isolated yield 75.5%. RXN SMILES: C([O:3][C:4]([C@@H:6]([NH:15][C@H:16]1[CH2:22][S:21][CH2:20][C@@H:19]([CH:23]([CH3:25])[CH3:24])[N:18]([CH2:26][C:27]([OH:29])=[O:28])[C:17]1=[O:30])[CH2:7][CH2:8][C:9]1[CH:14]=[CH:13][CH:12]=[CH:11][CH:10]=1)=[O:5])C.[OH-].[Na+]>>[C:4]([C@@H:6]([NH:15][C@H:16]1[CH2:22][S:21][CH2:20][C@@H:19]([CH:23]([CH3:25])[CH3:24])[N:18]([CH2:26][C:27]([OH:29])=[O:28])[C:17]1=[O:30])[CH2:7][CH2:8][C:9]1[CH:10]=[CH:11][CH:12]=[CH:13][CH:14]=1)([OH:5])=[O:3] |f:1.2|. Procedure details: 160 mg of α-{6(R)-[1(S)-ethoxycarbonyl-3-phenylpropylamino]-3(R)-isopropyl-5-oxoperhydro-1,4-thiazepin-4-yl}acetic acid (prepared as described in Example 28 above) were hydrolyzed with aqueous sodium hydroxide in the same manner as described in Example 5, giving 113 mg of the title compound as a powder. Reactants: [BH4-], CO, ClCCl, [Na+], CC(C)(C)OC(=O)N1CCCC(=O)CC1. Product: CC(C)(C)OC(=O)N1CCCC(O)CC1. Reaction SMILES: [BH4-:18].[CH3:1][OH:2].[Cl:20][CH2:21][Cl:22].[Na+:19].[O:3]=[C:4]1[CH2:5][CH2:6][N:7]([C:11](=[O:12])[O:13][C:14]([CH3:15])([CH3:16])[CH3:17])[CH2:8][CH2:9][CH2:10]1>>[OH:3][CH:4]1[CH2:5][CH2:6][N:7]([C:11](=[O:12])[O:13][C:14]([CH3:15])([CH3:16])[CH3:17])[CH2:8][CH2:9][CH2:10]1. Starting materials: C(C1=CC=CC=C1)[C@@H]1NC(OC1)=O ((S)-4-benzyl-2-oxazolidinone), C(C)(=O)OCC.CCCCCC (ethyl acetate hexane), C(CCC)[Li] (n-butyl lithium), C1(=CC=CC=C1)CC(=O)Cl (phenylacetyl chloride). Run in O1CCCC1 (tetrahydrofuran), O1CCCC1 (tetrahydrofuran). Conditions: time 15 minute. Product: C(C1=CC=CC=C1)[C@@H]1N(C(OC1)=O)C(CC1=CC=CC=C1)=O ((S)-4-benzyl-3-phenylacetyl-2-oxazolidinone). Reaction SMILES: [CH2:1]([C@H:8]1[CH2:12][O:11][C:10](=[O:13])[NH:9]1)[C:2]1[CH:7]=[CH:6][CH:5]=[CH:4][CH:3]=1.C([Li])CCC.[C:19]1([CH2:25][C:26](Cl)=[O:27])[CH:24]=[CH:23][CH:22]=[CH:21][CH:20]=1.C(OCC)(=O)C.CCCCCC>O1CCCC1>[CH2:1]([C@H:8]1[CH2:12][O:11][C:10](=[O:13])[N:9]1[C:26](=[O:27])[CH2:25][C:19]1[CH:24]=[CH:23][CH:22]=[CH:21][CH:20]=1)[C:2]1[CH:3]=[CH:4][CH:5]=[CH:6][CH:7]=1 |f:3.4|. Procedure details: Combine (S)-4-benzyl-2-oxazolidinone (22.9 g, 129 mmol) and tetrahydrofuran (120 mL). Cool in a dry-ice/acetone bath. Add dropwise a solution of n-butyl lithium (52 mL, 2.5 M, 130 mmol). After 15 minutes, slowly add a solution of phenylacetyl chloride (20 g, 129.4 mmol) in tetrahydrofuran (50 mL). After 20 minutes, warm to ambient temperature. After 2 hours, quench the reaction mixture by the addition of a saturated aqueous sodium bicarbonate solution. Separate the layers and extract the aqueous... Starting materials: C(#CC)O (Prop-1-ynol), O1CCCC=C1 (dihydropyran), Cl (hydrochloric acid). Product: C(#CC)OC1OCCCC1 (prop-1-ynyltetrahydropyranyl ether). RXN SMILES: [C:1]([OH:4])#[C:2][CH3:3].[O:5]1[CH:10]=[CH:9][CH2:8][CH2:7][CH2:6]1.Cl>>[C:1]([O:4][CH:6]1[CH2:7][CH2:8][CH2:9][CH2:10][O:5]1)#[C:2][CH3:3]. Reported procedure: Prop-1-ynol was added to dihydropyran in the presence of hydrochloric acid to give prop-1-ynyltetrahydropyranyl ether. The ether was alkylated with 5-methylhexyl bromide. The resultant product was hydrolyzed with sulfuric acid to the desired alcohol, 8-methylnon-2yn-1-ol. Conditions: time 1 hour. Reaction SMILES: [CH3:1][C:2]1[CH:3]=[C:4]([N:9]2[C:13](=[O:14])[C:12](=[N:15][NH:16][C:17]3[C:18]([OH:32])=[C:19]([C:23]4[CH:28]=[CH:27][CH:26]=[C:25]([C:29]([OH:31])=[O:30])[CH:24]=4)[CH:20]=[CH:21][CH:22]=3)[C:11]([CH3:33])=[N:10]2)[CH:5]=[CH:6][C:7]=1[CH3:8]>C(CN)O>[CH3:8][C:7]1[CH:6]=[CH:5][C:4]([N:9]2[N:10]=[C:11]([CH3:33])/[C:12](=[N:15]/[NH:16][C:17]3[CH:22]=[CH:21][CH:20]=[C:19]([C:23]4[CH:28]=[CH:27][CH:26]=[C:25]([C:29]([OH:31])=[O:30])[CH:24]=4)[C:18]=3[OH:32])/[C:13]2=[O:14])=[CH:3][C:2]=1[CH3:1].[CH2:12]([NH2:15])[CH2:13][OH:14] |f:2.3|. Solvent: C(O)CN (ethanolamine). Procedure details: A mixture of 3′-{N′-[1-(3,4-dimethylphenyl)-3-methyl-5-oxo-1,5-dihydro-pyrazol-4-ylidene]hydrazino}-2′-hydroxybiphenyl-3-carboxylic acid (2 g) and ethanolamine (10 mL) was heated at about 55° C. to about 60° C. for 2 hours. The mixture was cooled to about room temperature and stirred for about 1 hour. It was filtered, washed with ethanol (10 mL) and dried in an oven at about 55° C. to about 60° C. for about 12 hours to get purple solid. Yield: 1.7 g; Melting point: 237.3-237.6° C. The reactants are CC=1C=C(C=CC1C)N1N=C(C(C1=O)=NNC=1C(=C(C=CC1)C1=CC(=CC=C1)C(=O)O)O)C (3′-{N′-[1-(3,4-dimethylphenyl)-3-methyl-5-oxo-1,5-dihydro-pyrazol-4-ylidene]hydrazino}-2′-hydroxybiphenyl-3-carboxylic acid). Yields the product CC=1C=CC(=CC1C)N2C(=O)/C(=N\NC=3C=CC=C(C3O)C=4C=CC=C(C4)C(=O)O)/C(=N2)C.C(CO)N (Eltrombopag Olamine). Conditions: temperature 75 celsius, time 5 hour. RXN SMILES: [Li+].C[O-].[CH3:4][C:5]1([CH3:14])[C@H:7]([CH:8]=O)[C@H:6]1[C:10]([O:12][CH3:13])=[O:11].[C:15]1([C:21]2(C3C=CC=CC=3)COC(C3C=CC=CC=3)(CBr)[O:22]2)C=CC=CC=1.CN(C)C=O>CO>[CH3:4][C:5]1([CH3:14])[C@H:7](/[CH:8]=[CH:15]/[CH:21]=[O:22])[C@H:6]1[C:10]([O:12][CH3:13])=[O:11] |f:0.1|. Run in CO (methanol). Reactants: ice water, [Li+].C[O-] (lithium methylate), CC1([C@@H]([C@H]1C=O)C(=O)OC)C (methyl (1R,trans) 2,2-dimethyl-3-formyl-cyclopropane-1-carboxylate), C1(=CC=CC=C1)C1(OC(OC1)(CBr)C1=CC=CC=C1)C1=CC=CC=C1 (triphenyl-1,3-dioxolan-2-yl-methyl bromide), CN(C=O)C (dimethylformamide). Product: CC1([C@@H]([C@H]1\C=C\C=O)C(=O)OC)C (methyl (1R,trans) 2,2-dimethyl-3[(E)-2-formylethenyl]-cyclopropane-1-carboxylate). Procedure details: A solution of 17.1 ml of lithium methylate in methanol was added over 21/2 hours at ≃75° C. to a solution of 46.8 g of methyl (1R,trans) 2,2-dimethyl-3-formyl-cyclopropane-1-carboxylate, 193.2 g of the product of Step A and 750 ml of dimethylformamide and the mixture was stirred at ≃75° C. for 5 hours and then stood overnight at room temperature. The mixture was poured with stirring into an ice-water mixture and the resulting mixture was extracted with ether. The organic phase was washed with aq... The yield is 68.9%.